This data is from the Open Reaction Database (ORD), a public repository of structured organic reaction records. The task is: describe an organic reaction: reactants, conditions, products, and yield Reactants: O=C([O-])[O-], C=CCBr, [Cs+], [Cs+], CN(C)C=O, Oc1ccc2c(CCc3ccccc3)coc2c1. Product: C=CCOc1ccc2c(CCc3ccccc3)coc2c1. RXN SMILES: [C:23](=[O:24])([O-:25])[O-:26].[CH2:19]([CH:20]=[CH2:21])[Br:22].[Cs+:27].[Cs+:28].[O:29]=[CH:30][N:31]([CH3:32])[CH3:33].[c:1]1([CH2:7][CH2:8][c:9]2[cH:10][o:11][c:12]3[c:13]2[cH:14][cH:15][c:16]([OH:18])[cH:17]3)[cH:2][cH:3][cH:4][cH:5][cH:6]1>>[c:1]1([CH2:7][CH2:8][c:9]2[cH:10][o:11][c:12]3[c:13]2[cH:14][cH:15][c:16]([O:18][CH2:21][CH:20]=[CH2:19])[cH:17]3)[cH:2][cH:3][cH:4][cH:5][cH:6]1.